From a dataset of the Open Reaction Database (ORD), a public repository of structured organic reaction records. describe an organic reaction: reactants, conditions, products, and yield Reactants: NC=1SC(=NN1)SCCCCCCC (2-amino-5-heptylthio-1,3,4-thiadiazole), OC=C(C(=O)OCCC)OC (propyl 3-hydroxy-2-methoxy-2-propenoate), polyphosphoric acid, O (water). Run in C(Cl)(Cl)Cl (chloroform). Conditions: time 30 minute. The product is C(CCCCCC)SC1=NN2C(=NC=C(C2=O)OC)S1 (2-heptylthio-6-methoxy-5H-1,3,4-thiadiazolo[3,2-a]pyrimidin-5-one). The yield is 62.8%. As a reaction SMILES: [NH2:1][C:2]1[S:3][C:4]([S:7][CH2:8][CH2:9][CH2:10][CH2:11][CH2:12][CH2:13][CH3:14])=[N:5][N:6]=1.[OH:15][CH:16]=[C:17]([O:24][CH3:25])[C:18](OCCC)=O.O>C(Cl)(Cl)Cl>[CH2:8]([S:7][C:4]1[S:3][C:2]2=[N:1][CH:18]=[C:17]([O:24][CH3:25])[C:16](=[O:15])[N:6]2[N:5]=1)[CH2:9][CH2:10][CH2:11][CH2:12][CH2:13][CH3:14]. Procedure details: A mixture of 4.7 g of 2-amino-5-heptylthio-1,3,4-thiadiazole, 3.3 g of propyl 3-hydroxy-2-methoxy-2-propenoate and 12 g of polyphosphoric acid was heated to 130°~135° C. and stirred for 30 minutes. After cooling, water and chloroform were added to the mixture and extraction was carried out. The organic layer was washed with a sodium hydrogen carbonate aqueous solution and water respectively, and dried over anhydrous sodium sulfate. The solvent was distilled off, and the residue was separated by ... Starting materials: BrC1=CC(=C(C(=O)OC)C=C1)F (methyl 4-bromo-2-fluorobenzoate), C(=C)OCCCC (1-(ethenyloxy)butane), C1(=CC=CC=C1)P(CCCP(C1=CC=CC=C1)C1=CC=CC=C1)C1=CC=CC=C1 (1,3-bis(diphenylphosphino)propane), C([O-])([O-])=O.[K+].[K+] (potassium carbonate), Cl (HCl). Reagents/catalysts: C(C)(=O)[O-].[Pd+2].C(C)(=O)[O-] (palladium acetate). Run in CN(C)C=O (DMF), O (water). Conditions: temperature 80 celsius, time 24 hour. The product is C(C)(=O)C1=CC(=C(C(=O)OC)C=C1)F (methyl 4-acetyl-2-fluorobenzoate). Yield: 27.9%. Reaction SMILES: Br[C:2]1[CH:11]=[CH:10][C:5]([C:6]([O:8][CH3:9])=[O:7])=[C:4]([F:12])[CH:3]=1.[CH:13]([O:15]CCCC)=[CH2:14].C1(P(C2C=CC=CC=2)CCCP(C2C=CC=CC=2)C2C=CC=CC=2)C=CC=CC=1.C(=O)([O-])[O-].[K+].[K+].Cl>CN(C=O)C.O.C([O-])(=O)C.[Pd+2].C([O-])(=O)C>[C:13]([C:2]1[CH:11]=[CH:10][C:5]([C:6]([O:8][CH3:9])=[O:7])=[C:4]([F:12])[CH:3]=1)(=[O:15])[CH3:14] |f:3.4.5,9.10.11|. Procedure details: A mixture of methyl 4-bromo-2-fluorobenzoate (7.0 g, 0.030 mol), 1-(ethenyloxy)butane (13 mL, 0.099 mol), palladium acetate (200 mg, 0.0009 mol), 1,3-bis(diphenylphosphino)propane (700 mg, 0.002 mol), and potassium carbonate (4.29 g, 0.0310 mol) in DMF (50 mL) and water (3 mL) was heated at 80° C. with stirring for 24 h. After cooling to RT, to the solution was added 1N HCl solution (31 ml). The mixture was stirred at RT for 1 h, and then extracted with ethyl ether. The combined extracts were wa... The reactants are CCO, Cl, [Na+], [OH-], O, CCOC(=O)C(NC(=O)C(CC(C)C)=NO)C(=O)OCC. The product is CCOC(=O)C(NC(=O)C(CC(C)C)=NO)C(=O)O. Reaction SMILES: [CH3:26][CH2:27][OH:28].[ClH:25].[Na+:23].[OH-:22].[OH2:24].[OH:1][N:2]=[C:3]([C:4](=[O:5])[NH:6][CH:7]([C:8](=[O:9])[O:10][CH2:11][CH3:12])[C:13](=[O:14])[O:15][CH2:16][CH3:17])[CH2:18][CH:19]([CH3:20])[CH3:21]>>[OH:1][N:2]=[C:3]([C:4](=[O:5])[NH:6][CH:7]([C:8](=[O:9])[O:10][CH2:11][CH3:12])[C:13](=[O:14])[OH:15])[CH2:18][CH:19]([CH3:20])[CH3:21]. The reactants are CO, O=C([O-])Cc1ccc(I)cc1F, [Na+], [OH-], O, O=C(O)CC(O)(CC(=O)O)C(=O)O. The product is Oc1ccc(I)cc1F. Reaction SMILES: [CH3:28][OH:29].[F:1][c:2]1[c:3]([CH2:9][C:10]([O-:11])=[O:12])[cH:4][cH:5][c:6]([I:8])[cH:7]1.[Na+:14].[OH-:13].[OH2:30].[OH:15][C:16]([CH2:17][C:18]([C:19](=[O:20])[OH:21])([CH2:22][C:23](=[O:24])[OH:25])[OH:26])=[O:27]>>[F:1][c:2]1[c:3]([OH:15])[cH:4][cH:5][c:6]([I:8])[cH:7]1. Reactants: O=S(C(CC1)CCN1C(OC(C)(C)C)=O)(N)=O, OB(O)C1=CC=C(OC)C=C1. Reagents/catalysts: [F-].[Cs+], CC(=O)[O-].CC(=O)[O-].[Cu+2]. Run in ClCCCl, ClCCCl. Reaction conditions: temperature 60 celsius, time 18 hour. Product: O=S(C1CCN(C(OC(C)(C)C)=O)CC1)(NC2=CC=C(OC)C=C2)=O, O=S(C1CCN(C(OC(C)(C)C)=O)CC1)(N(C2=CC=C(OC)C=C2)C3=CC=C(OC)C=C3)=O. The yield is 8.6%. Procedure: Reactions were run in 8 x 30 mm glass vial inserts in 96 well-plate Para-dox Aluminum Reaction Blocks. The reaction components were dosed according to the design shown in Figure S2 and Figure S3. First, the catalysts (2 umol per vial) and solid bases (20 umol per vial) were added by dosing 50 uL each of a stock solution in 1,2-dichloroethane (40 mM for catalysts, 0.4 M for bases) via single-channel pipette. The 1,2-dichloroethane was then removed via centrifugal evaporation using a Genevac EZ-2 ...